From a dataset of the Open Reaction Database (ORD), a public repository of structured organic reaction records. describe an organic reaction: reactants, conditions, products, and yield The reactants are ClC=1C=C(C=C(C1)Cl)N1N=CC(NC1=O)=O (2-(3,5-dichlorophenyl)-2,3,4,5-tetrahydro-1,2,4-triazine-3,5-dione), ClCCl (dichloromethane), tetrachloride, C1(=CC=CC=C1)P(C1=CC=CC=C1)C1=CC=CC=C1 (triphenylphosphine). Yields the product ClC1=NC(N(N=C1)C1=CC(=CC(=C1)Cl)Cl)=O (5-chloro-2-(3,5-dichlorophenyl)-2,3-dihydro-1,2,4-triazine-3-one). RXN SMILES: [Cl:1][C:2]1[CH:3]=[C:4]([N:9]2[C:14](=[O:15])[NH:13][C:12](=O)[CH:11]=[N:10]2)[CH:5]=[C:6]([Cl:8])[CH:7]=1.C1(P(C2C=CC=CC=2)C2C=CC=CC=2)C=CC=CC=1.[Cl:36]CCl>>[Cl:36][C:12]1[CH:11]=[N:10][N:9]([C:4]2[CH:3]=[C:2]([Cl:1])[CH:7]=[C:6]([Cl:8])[CH:5]=2)[C:14](=[O:15])[N:13]=1. Reported procedure: In 30 ml of dichloromethane suspended with 1.00 g of 2-(3,5-dichlorophenyl)-2,3,4,5-tetrahydro-1,2,4-triazine-3,5-dione followed by addition of 2-fold morlar each of carbone tetrachloride and triphenylphosphine and refluxed for 12 hours. After the completion of the reaction, the resulted solution were purified by colomun chlomatography (Merck Silica Gel 60 dichloromethane-carbontetrachloride=2:1). m.p. 148-149° C. Conditions: temperature 64.5 celsius. Procedure details: A reaction flask equipped with a magnetic stirrer, temperature controller thermodouple, addition funnel and condenser with an oil bubbler for exclusion of ambient air was inerted with nitrogen and charged with 3.02 g (0.010 mol) of N-(2-chloro-4-methyl-3-pyridinyl)-2-(cyclopropylamino)-3-pyridinecarboxamide from Example 4 and 30 ml of anhydrous THF. A 40% solution of sodium hexamethyldisilazane in THF (12.7 ml, 0.025 mol) was added dropwise maintaining the temperature of the reaction mixture at ... As a reaction SMILES: Cl[C:2]1[C:7]([NH:8][C:9]([C:11]2[C:12]([NH:17][CH:18]3[CH2:20][CH2:19]3)=[N:13][CH:14]=[CH:15][CH:16]=2)=[O:10])=[C:6]([CH3:21])[CH:5]=[CH:4][N:3]=1.C[Si](C)(C)N[Si](C)(C)C.[Na].C[Si]([N-][Si](C)(C)C)(C)C.[Na+].CO.O>C1COCC1>[CH3:21][C:6]1[CH:5]=[CH:4][N:3]=[C:2]2[N:17]([CH:18]3[CH2:20][CH2:19]3)[C:12]3[N:13]=[CH:14][CH:15]=[CH:16][C:11]=3[C:9](=[O:10])[NH:8][C:7]=12 |f:1.2,3.4,^1:30|. The reactants are CO (methanol), O (water), C[Si](C)(C)[N-][Si](C)(C)C.[Na+] (NaHMDS), ClC1=NC=CC(=C1NC(=O)C=1C(=NC=CC1)NC1CC1)C (N-(2-Chloro-4-methyl-3-pyridinyl)-2-(cyclopropylamino)-3-pyridinecarboxamide), solution, C[Si](N[Si](C)(C)C)(C)C.[Na] (sodium hexamethyldisilazane). The solvent is C1CCOC1 (THF), C1CCOC1 (THF). Product: CC=1C=CN=C2C1NC(=O)C=3C=CC=NC3N2C4CC4 (nevirapine). The reactants are FC=1C=C(C=CC1)C1=C(N=CC(=N1)N)C1=CC=NC=C1 (6-(3-Fluorophenyl)-5-pyridin-4-ylpyrazin-2-amine), N1=CC=CC=C1 (pyridine), BrBr (bromine). Solvent: C(Cl)(Cl)Cl (chloroform), C(Cl)(Cl)Cl (chloroform). Reaction conditions: time 24 hour. The product is BrC=1C(=NC(=C(N1)C1=CC=NC=C1)C1=CC(=CC=C1)F)N (3-Bromo-6-(3-fluorophenyl)-5-pyridin-4-ylpyrazin-2-amine). Yield: 24.5%. Reaction SMILES: [F:1][C:2]1[CH:3]=[C:4]([C:8]2[N:13]=[C:12]([NH2:14])[CH:11]=[N:10][C:9]=2[C:15]2[CH:20]=[CH:19][N:18]=[CH:17][CH:16]=2)[CH:5]=[CH:6][CH:7]=1.N1C=CC=CC=1.[Br:27]Br>C(Cl)(Cl)Cl>[Br:27][C:11]1[C:12]([NH2:14])=[N:13][C:8]([C:4]2[CH:5]=[CH:6][CH:7]=[C:2]([F:1])[CH:3]=2)=[C:9]([C:15]2[CH:20]=[CH:19][N:18]=[CH:17][CH:16]=2)[N:10]=1. Reported procedure: To a solution of 6-(3-fluorophenyl)-5-pyridin-4-ylpyrazin-2-ylamine (Example 1, 70 mg, 0.26 mmol) in chloroform (4 mL) at 0° C. was added pyridine (22 μL, 0.27 mmol) and bromine (14 μL, 0.27 mmol). The reaction mixture was stirred at room temperature for 24 h, chloroform (20 mL) was added, the organic layer was washed with water and brine, dried (MgSO4) and evaporated. The residue was purified by silica gel flash column chromatography (dichloromethane/methanol 95:5) to provide the title compound... The reactants are C(=O)(O)C=1C=C(CNC2=NNC3=NC=NC(=C32)NC3=CC(=CC=C3)Cl)C=CC1 (3-(3-carboxy-benzylamino)-4-(3-chloro-phenylamino)-1H-pyrazolo[3,4-d]pyrimidine), S(=O)(Cl)Cl (thionylchloride), CO (methanol). Run at temperature 70 celsius, time 3 hour. The product is Cl.ClC=1C=C(C=CC1)NC1=C2C(=NC=N1)NN=C2NCC2=CC(=CC=C2)C(=O)OC (4-(3-chloro-phenylamino)-3-(3-methoxycarbonyl-benzylamino)-1H-pyrazolo[3,4-d]pyrimidine-hydrochloride). Reaction SMILES: [C:1]([C:4]1[CH:5]=[C:6]([CH:26]=[CH:27][CH:28]=1)[CH2:7][NH:8][C:9]1[C:17]2[C:12](=[N:13][CH:14]=[N:15][C:16]=2[NH:18][C:19]2[CH:24]=[CH:23][CH:22]=[C:21]([Cl:25])[CH:20]=2)[NH:11][N:10]=1)([OH:3])=[O:2].S(Cl)(Cl)=O.[CH3:33]O>>[ClH:25].[Cl:25][C:21]1[CH:20]=[C:19]([NH:18][C:16]2[N:15]=[CH:14][N:13]=[C:12]3[NH:11][N:10]=[C:9]([NH:8][CH2:7][C:6]4[CH:26]=[CH:27][CH:28]=[C:4]([C:1]([O:3][CH3:33])=[O:2])[CH:5]=4)[C:17]=23)[CH:24]=[CH:23][CH:22]=1 |f:3.4|. Reported procedure: Preferably, the same compound is obtained as follows: To 70 mg (0.177 mmol) of 3-(3-carboxy-benzyl-amino)-4-(3-chloro-phenylamino)-1H-pyrazolo[3,4-d]pyrimidine (cf. Example 21) and 2 ml of methanol are added 0.1 ml of thionylchloride. The mixture is stirred in a sealed vessel for 3 h at 70° C., and then cooled to room temperature. Filtration and washing with methanol affords 4-(3-chloro-phenylamino)-3-(3-methoxycarbonyl-benzylamino)-1H-pyrazolo[3,4-d]pyrimidine-hydrochloride; (C20H17N6ClO2 ×HCl×... Starting materials: O=C([O-])[O-], CI, CN(C)C=O, CCOC(C)=O, Cl, [K+], [K+], O=[N+]([O-])c1ccc2c(c1)CCN2c1ncc[nH]1. The product is Cn1ccnc1N1CCc2cc([N+](=O)[O-])ccc21. RXN SMILES: [C:18](=[O:19])([O-:20])[O-:21].[CH3:24][I:25].[CH3:27][N:28]([CH3:29])[CH:30]=[O:31].[CH3:32][CH2:33][O:34][C:35](=[O:36])[CH3:37].[ClH:26].[K+:22].[K+:23].[nH:1]1[c:2]([N:6]2[CH2:7][CH2:8][c:9]3[cH:10][c:11]([N+:15](=[O:16])[O-:17])[cH:12][cH:13][c:14]32)[n:3][cH:4][cH:5]1>>[n:1]1([CH3:18])[c:2]([N:6]2[CH2:7][CH2:8][c:9]3[cH:10][c:11]([N+:15](=[O:16])[O-:17])[cH:12][cH:13][c:14]32)[n:3][cH:4][cH:5]1. Reactants: CCO, CC(=O)c1cccc(Cl)c1C, Cl, NO. The product is CC(=NO)c1cccc(Cl)c1C. RXN SMILES: [CH3:15][CH2:16][OH:17].[Cl:1][c:2]1[c:3]([CH3:11])[c:4]([C:8]([CH3:9])=[O:10])[cH:5][cH:6][cH:7]1.[ClH:12].[NH2:13][OH:14]>>[Cl:1][c:2]1[c:3]([CH3:11])[c:4]([C:8]([CH3:9])=[N:13][OH:14])[cH:5][cH:6][cH:7]1. Reaction conditions: temperature 0 celsius, time 15 minute. As a reaction SMILES: OS(O)(=O)=O.[Cl:6][C:7]1[C:13]([Cl:14])=[CH:12][CH:11]=[CH:10][C:8]=1N.N([O-])=O.[Na+].[OH-].[Na+].[C-:21]#[N:22]>O>[Cl:6][C:7]1[C:13]([Cl:14])=[CH:12][CH:11]=[CH:10][C:8]=1[C:21]#[N:22] |f:2.3,4.5|. Reactants: [OH-].[Na+] (sodium hydroxide), OS(=O)(=O)O (H2SO4), ClC1=C(N)C=CC=C1Cl (2,3-Dichloroaniline), N(=O)[O-].[Na+] (sodium nitrite), [C-]#N (cyanide). Run in O (water). The product is ClC1=C(C#N)C=CC=C1Cl (2,3-dichlorobenzonitrile). Procedure: Conc. H2SO4 (1.365 L) and water (4.5 L) were charged into a suitable round bottom flak and the solution was cooled to 0° C. 2,3-Dichloroaniline (650 g, 4.012 moles) was added to the above solution and the reaction mixture was cooled and maintained at 0° C. A saturated solution of sodium nitrite (332.22 g, 4.815 moles) was added dropwise to the reaction while maintaining the temperature below 5° C. The reaction mixture was stirred at 0-5° C. for 1 hr and neutralised with sodium hydroxide at 0-5° ...